From a dataset of the Open Reaction Database (ORD), a public repository of structured organic reaction records. describe an organic reaction: reactants, conditions, products, and yield The reactants are FC(C=1C=C(C=C(C1)C(F)(F)F)[C@@H]1[C@@H](N(C(O1)=O)CC1=C(C=CC(=C1)C(F)(F)F)I)C)(F)F ((4S,5R)-5-[3,5-bis(trifluoromethyl)phenyl]-3-[2-iodo-5-(trifluoromethyl)benzyl]-4-methyl-1,3-oxazolidin-2-one), FC1=CC(=C(C=C1C(C)C)B(O)O)OC ((4-fluoro-5-isopropyl-2-methoxyphenyl)boronic acid), C([O-])([O-])=O.[K+].[K+] (potassium carbonate). The reagents and catalysts are C(C)(=O)[O-].[Pd+2].C(C)(=O)[O-] (palladium acetate). Solvent: CC(=O)C.O (acetone water). Product: FC(C=1C=C(C=C(C1)C(F)(F)F)[C@@H]1[C@@H](N(C(O1)=O)CC1=C(C=CC(=C1)C(F)(F)F)C1=C(C=C(C(=C1)C(C)C)F)OC)C)(F)F ((4S,5R)-5-[3,5-bis(trifluoromethyl)phenyl]-3-{[4′-fluoro-5′isopropyl-2′-methoxy-4-(trifluoromethyl)biphenyl-2-yl]methyl}-4-methyl-1,3-oxazolidin-2-one). Reaction SMILES: [F:1][C:2]([F:33])([F:32])[C:3]1[CH:4]=[C:5]([C@H:13]2[O:17][C:16](=[O:18])[N:15]([CH2:19][C:20]3[CH:25]=[C:24]([C:26]([F:29])([F:28])[F:27])[CH:23]=[CH:22][C:21]=3I)[C@H:14]2[CH3:31])[CH:6]=[C:7]([C:9]([F:12])([F:11])[F:10])[CH:8]=1.[F:34][C:35]1[C:40]([CH:41]([CH3:43])[CH3:42])=[CH:39][C:38](B(O)O)=[C:37]([O:47][CH3:48])[CH:36]=1.C(=O)([O-])[O-].[K+].[K+]>C([O-])(=O)C.[Pd+2].C([O-])(=O)C.CC(C)=O.O>[F:1][C:2]([F:33])([F:32])[C:3]1[CH:4]=[C:5]([C@H:13]2[O:17][C:16](=[O:18])[N:15]([CH2:19][C:20]3[CH:25]=[C:24]([C:26]([F:29])([F:28])[F:27])[CH:23]=[CH:22][C:21]=3[C:38]3[CH:39]=[C:40]([CH:41]([CH3:43])[CH3:42])[C:35]([F:34])=[CH:36][C:37]=3[O:47][CH3:48])[C@H:14]2[CH3:31])[CH:6]=[C:7]([C:9]([F:12])([F:11])[F:10])[CH:8]=1 |f:2.3.4,5.6.7,8.9|. Procedure details: A mixture of (4S,5R)-5-[3,5-bis(trifluoromethyl)phenyl]-3-[2-iodo-5-(trifluoromethyl)benzyl]-4-methyl-1,3-oxazolidin-2-one (50 mg; 0.084 mmol), (4-fluoro-5-isopropyl-2-methoxyphenyl)boronic acid (EXAMPLE 78, 22 mg; 0.105 mmol), palladium acetate (6 mg; 0.0103 mmol), and potassium carbonate (29 mg; 0.257 mmol) in 5:1 acetone/water (6 mL) was heated at reflux for 1 h. Acetone was removed in vacuo and the residue was diluted with H2O (10 mL) and extracted with CH2Cl2 (3×10 mL). The combined extract...